This data is from the Open Reaction Database (ORD), a public repository of structured organic reaction records. The task is: describe an organic reaction: reactants, conditions, products, and yield Starting materials: [N+](=O)([O-])C(C(CCCCCC1=CC=CC=C1)=O)CCCCC (7-Nitro-1-phenyldodecan-6-one), Cl (HCl), N#CN (cyanamide). Reagents/catalysts: [Pd] (palladium). Yields the product C(CCCC)C1=C(N=C(N1)N)CCCCCC1=CC=CC=C1 (5-pentyl-4-(5-phenylpentyl)-1H-imidazol-2-amine). As a reaction SMILES: [N+:1]([CH:4]([CH2:18][CH2:19][CH2:20][CH2:21][CH3:22])[C:5](=O)[CH2:6][CH2:7][CH2:8][CH2:9][CH2:10][C:11]1[CH:16]=[CH:15][CH:14]=[CH:13][CH:12]=1)([O-])=O.Cl.[N:24]#[C:25][NH2:26]>[Pd]>[CH2:18]([C:4]1[NH:1][C:25]([NH2:26])=[N:24][C:5]=1[CH2:6][CH2:7][CH2:8][CH2:9][CH2:10][C:11]1[CH:16]=[CH:15][CH:14]=[CH:13][CH:12]=1)[CH2:19][CH2:20][CH2:21][CH3:22]. Procedure details: 7-Nitro-1-phenyldodecan-6-one (0.090 g, 0.29 mmol) reacted with concentrated HCl (1.45 mmol) and palladium, 5 wt. % on activated carbon (0.125 g, 0.060 mmol) under H2, then reacted with cyanamide (0.062 g, 1.47 mmol) according to the general procedure. Purification by column chromatography gave 0.071 g (81%) over two steps as a yellow oil: 1H NMR (300 MHz, CD3OD) δ 7.20 (m, 2H), 7.14 (m, 3H), 2.59 (t, J=7.5 Hz, 2H), 2.42 (m, 4H), 1.56 (m, 6H), 1.32 (m, 6H), 0.90 (t, J=7.2 Hz, 3H) ppm; 13C NMR (7...